Dataset: the Open Reaction Database (ORD), a public repository of structured organic reaction records. Task: describe an organic reaction: reactants, conditions, products, and yield Reactants: Cl (hydrochloric acid), C(C)(=O)C=1C=CC2=C(OC(CO2)C(=O)N)C1 (7-Acetyl-2,3-dihydro-1,4-benzodioxin-2-carboxamide), C(C)O (ethanol). Yields the product C(C)(=O)C=1C=CC2=C(OC(CO2)C(=O)OCC)C1 (Ethyl 7-acetyl-2,3-dihydro-1,4-benzodioxin-2-carboxylate). RXN SMILES: Cl.[C:2]([C:5]1[CH:6]=[CH:7][C:8]2[O:13][CH2:12][CH:11]([C:14](N)=[O:15])[O:10][C:9]=2[CH:17]=1)(=[O:4])[CH3:3].[CH2:18]([OH:20])[CH3:19]>>[C:2]([C:5]1[CH:6]=[CH:7][C:8]2[O:13][CH2:12][CH:11]([C:14]([O:20][CH2:18][CH3:19])=[O:15])[O:10][C:9]=2[CH:17]=1)(=[O:4])[CH3:3]. Reported procedure: 150 ml of ethanol are saturated with hydrochloric acid; 6 g (27.12 mmol) of the amide obtained in Step B are then added to the medium. After 18 hours of reflux, the mixture is cooled and then filtered. The filtrate is concentrated in vacuo and the residue is taken up in water; the aqueous phase is then neutralised with solid sodium hydrogen carbonate. After extraction with dichloromethane, the organic phase is dried over magnesium sulphate, filtered and then concentrated in vacuo. The title este... Yields the product CCc1cc2c(=O)n(CC(O)C(C)(C)CO[Si](C)(C)C(C)(C)C)c(=O)n(Cc3ccc(-c4ccccc4C#N)cc3)c2s1. The reactants are CC(C)(CO[Si](C)(C)C(C)(C)C)C1CO1, O=C([O-])[O-], CCc1cc2c(=O)[nH]c(=O)n(Cc3ccc(-c4ccccc4C#N)cc3)c2s1, CN(C)C=O, CCOC(C)=O, [K+], [K+], O. RXN SMILES: [C:29]([CH3:30])([CH3:31])([CH3:32])[Si:33]([O:34][CH2:35][C:36]([CH3:37])([CH:38]1[O:39][CH2:40]1)[CH3:41])([CH3:42])[CH3:43].[C:44](=[O:45])([O-:46])[O-:47].[CH2:1]([CH3:2])[c:3]1[cH:4][c:5]2[c:6]([n:7]([CH2:13][c:14]3[cH:15][cH:16][c:17](-[c:20]4[c:21]([C:26]#[N:27])[cH:22][cH:23][cH:24][cH:25]4)[cH:18][cH:19]3)[c:8](=[O:12])[nH:9][c:10]2=[O:11])[s:28]1.[CH3:50][N:51]([CH3:52])[CH:53]=[O:54].[CH3:56][CH2:57][O:58][C:59](=[O:60])[CH3:61].[K+:48].[K+:49].[OH2:55]>>[CH2:1]([CH3:2])[c:3]1[cH:4][c:5]2[c:6]([n:7]([CH2:13][c:14]3[cH:15][cH:16][c:17](-[c:20]4[c:21]([C:26]#[N:27])[cH:22][cH:23][cH:24][cH:25]4)[cH:18][cH:19]3)[c:8](=[O:12])[n:9]([CH2:40][CH:38]([C:36]([CH2:35][O:34][Si:33]([C:29]([CH3:30])([CH3:31])[CH3:32])([CH3:42])[CH3:43])([CH3:37])[CH3:41])[OH:39])[c:10]2=[O:11])[s:28]1. The reactants are CC(C)(C)OC(=O)N1CCN(CCCc2ccccc2)C(=O)C1, Cl. Product: O=C1CNCCN1CCCc1ccccc1. RXN SMILES: [C:2]([O:3][C:4](=[O:5])[N:9]1[CH2:10][C:11](=[O:24])[N:12]([CH2:15][CH2:16][CH2:17][c:18]2[cH:19][cH:20][cH:21][cH:22][cH:23]2)[CH2:13][CH2:14]1)([CH3:6])([CH3:7])[CH3:8].[ClH:1]>>[NH:9]1[CH2:10][C:11](=[O:24])[N:12]([CH2:15][CH2:16][CH2:17][c:18]2[cH:19][cH:20][cH:21][cH:22][cH:23]2)[CH2:13][CH2:14]1. Starting materials: CCN=C=NCCCN(C)C, Cc1ccc(C2c3c(C)c(N)c(C)c(C)c3OC2(C)C)cc1, COc1cc2c(cc1OC)C(=O)OC2=O, [Na+], C1CCOC1, [OH-], O, On1nnc2ccccc21. Product: COc1cc2c(cc1OC)C(=O)N(c1c(C)c(C)c3c(c1C)C(c1ccc(C)cc1)C(C)(C)O3)C2=O. As a reaction SMILES: [CH2:38]([N:39]=[C:40]=[N:41][CH2:42][CH2:43][CH2:44][N:45]([CH3:46])[CH3:47])[CH3:48].[CH3:1][C:2]1([CH3:22])[O:3][c:4]2[c:5]([c:14]([CH3:21])[c:15]([NH2:20])[c:16]([CH3:19])[c:17]2[CH3:18])[CH:6]1[c:7]1[cH:8][cH:9][c:10]([CH3:13])[cH:11][cH:12]1.[CH3:23][O:24][c:25]1[cH:26][c:27]2[c:28]([cH:34][c:35]1[O:36][CH3:37])[C:29](=[O:30])[O:31][C:32]2=[O:33].[Na+:60].[O:61]1[CH2:62][CH2:63][CH2:64][CH2:65]1.[OH-:59].[OH2:66].[OH:49][n:50]1[c:51]2[cH:52][cH:53][cH:54][cH:55][c:56]2[n:57][n:58]1>>[CH3:1][C:2]1([CH3:22])[O:3][c:4]2[c:5]([c:14]([CH3:21])[c:15]([N:20]3[C:29](=[O:30])[c:28]4[c:27]([cH:26][c:25]([O:24][CH3:23])[c:35]([O:36][CH3:37])[cH:34]4)[C:32]3=[O:31])[c:16]([CH3:19])[c:17]2[CH3:18])[CH:6]1[c:7]1[cH:8][cH:9][c:10]([CH3:13])[cH:11][cH:12]1. The reactants are O (water), BrC1=CC=C(NC)C=C1 (4-Bromo-N-methylaniline), ClC1=CC=C(C=C1)B(O)O ((4-chlorophenyl)boronic acid), C(=O)([O-])[O-].[K+].[K+] (K2CO3). The reagents and catalysts are C1=CC=C(C=C1)P([C-]2C=CC=C2)C3=CC=CC=C3.C1=CC=C(C=C1)P([C-]2C=CC=C2)C3=CC=CC=C3.Cl[Pd]Cl.[Fe+2] (Pd(dppf)Cl2). The solvent is O1CCOCC1 (1,4-dioxane), CCOC(=O)C (EtOAc). Yields the product ClC1=CC=C(C=C1)C1=CC=C(C=C1)NC (4′-chloro-N-methyl-[1,1′-biphenyl]-4-amine). As a reaction SMILES: Br[C:2]1[CH:9]=[CH:8][C:5]([NH:6][CH3:7])=[CH:4][CH:3]=1.[Cl:10][C:11]1[CH:16]=[CH:15][C:14](B(O)O)=[CH:13][CH:12]=1.C([O-])([O-])=O.[K+].[K+].O>O1CCOCC1.CCOC(C)=O.C1C=CC(P(C2C=CC=CC=2)[C-]2C=CC=C2)=CC=1.C1C=CC(P(C2C=CC=CC=2)[C-]2C=CC=C2)=CC=1.Cl[Pd]Cl.[Fe+2]>[Cl:10][C:11]1[CH:16]=[CH:15][C:14]([C:2]2[CH:9]=[CH:8][C:5]([NH:6][CH3:7])=[CH:4][CH:3]=2)=[CH:13][CH:12]=1 |f:2.3.4,8.9.10.11|. Procedure: 4-Bromo-N-methylaniline (0.7 mL, 5.4 mmol), (4-chlorophenyl)boronic acid (967 mg, 6.2 mmol), Pd(dppf)Cl2 (440 mg, 0.5 mmol), and K2CO3 (1.5 g, 10.8 mmol) were dissolved in 1,4-dioxane (40 mL) and water (10 mL) and the resulting mixture was heated to 80° C. After 16 h the resulting mixture was cooled to room temperature, diluted with EtOAc, washed with water and brine, dried (Na2SO4), and dry packed onto silica gel. Column chromatography yielded the title compound. Starting materials: NC1=NNC2=NC=NC(=C21)NC2=CC(=CC=C2)Cl (3-amino-4-(3-chlorophenylamino)-1 H-pyrazolo[3,4-d]pyrimidine), C(C)(=O)O (acetic acid), CC1=CC=CC(=N1)C=O (6-methyl-pyridine-2-carbaldehyde). The solvent is CO (methanol). The product is ClC=1C=C(C=CC1)NC1=C2C(=NC=N1)NN=C2N=CC2=NC(=CC=C2)C (4-(3-chloro-phenylamino)-3-[(6-methyl-pyrid-2-yl)-methyleneamino)-1H-pyrazolo-[3,4-d]pyrimidine). As a reaction SMILES: [NH2:1][C:2]1[C:10]2[C:5](=[N:6][CH:7]=[N:8][C:9]=2[NH:11][C:12]2[CH:17]=[CH:16][CH:15]=[C:14]([Cl:18])[CH:13]=2)[NH:4][N:3]=1.C(O)(=O)C.[CH3:23][C:24]1[N:29]=[C:28]([CH:30]=O)[CH:27]=[CH:26][CH:25]=1>CO>[Cl:18][C:14]1[CH:13]=[C:12]([NH:11][C:9]2[N:8]=[CH:7][N:6]=[C:5]3[NH:4][N:3]=[C:2]([N:1]=[CH:30][C:28]4[CH:27]=[CH:26][CH:25]=[C:24]([CH3:23])[N:29]=4)[C:10]=23)[CH:17]=[CH:16][CH:15]=1. Reported procedure: Analogously to Example 32, 261 mg (1.00 mmol) of 3-amino-4-(3-chlorophenylamino)-1 H-pyrazolo[3,4-d]pyrimidine and 180 mg of acetic acid are dissolved in 26 ml of methanol and reacted with 182 mg (1.5 mmol) of 6-methyl-pyridine-2-carbaldehyde to form 4-(3-chloro-phenylamino)-3-[(6-methyl-pyrid-2-yl)-methyleneamino)-1H-pyrazolo-[3,4-d]pyrimidine. Reduction of the above intermediate in 15 ml of DMEU with 8 ml (8 mmol) of DIBAL-H, analogous working-up and digestion in ethyl acetate yield 4-(3-chlor... The reactants are 4339e, C1(=CC=CC=C1)C (toluene), [Na] (sodium), ClC1=CC=C2C=CC=NC2=C1[N+](=O)[O-] (7-chloro-8-nitroquinoline), CO (methanol), 11B. Yields the product COC1=CC=C2C=CC=NC2=C1[N+](=O)[O-] (7-Methoxy-8-nitroquinoline). As a reaction SMILES: [Na].Cl[C:3]1[C:12]([N+:13]([O-:15])=[O:14])=[C:11]2[C:6]([CH:7]=[CH:8][CH:9]=[N:10]2)=[CH:5][CH:4]=1.C1(C)C=CC=CC=1.[CH3:23][OH:24]>>[CH3:23][O:24][C:3]1[C:12]([N+:13]([O-:15])=[O:14])=[C:11]2[C:6]([CH:7]=[CH:8][CH:9]=[N:10]2)=[CH:5][CH:4]=1 |^1:0|. Procedure details: To a freshly prepared solution of sodium (16.5 g, 0.720 mol) in methanol (750 mL) was added 7-chloro-8-nitroquinoline (18.72 g, 0.090 mol) [E. Fourneau, M. and Mme. Trefouel, and A. Wancolle, Bull. Soc. Chim. Fr., 47, 738(1930); A. K. Sen, N. K. Ray, V. P. Basu, J. Sci. Ind. Res., 11B, 322(1952) (C.A. 47, 4339e)]. This mixture was refluxed for 3 hr, cooled, then filtered to collect the precipitated solid. This solid was slurried in water, collected on a filter and dried; yield, after recrystalll... Starting materials: ClC1=C(C(=O)O)C=CN=C1 (3-chloroisonicotinic acid), NC1=CC=C2C(C(N(C2=C1)C1CC1)=O)(C)C (6-amino-1-cyclopropyl-3,3-dimethyl-1,3-dihydro-indol-2-one). Product: ClC1=C(C(=O)NC2=CC=C3C(C(N(C3=C2)C2CC2)=O)(C)C)C=CN=C1 (3-Chloro-N-(1-cyclopropyl-3,3-dimethyl-2-oxoindolin-6-yl)isonicotinamide). Reaction SMILES: [Cl:1][C:2]1[CH:10]=[N:9][CH:8]=[CH:7][C:3]=1[C:4]([OH:6])=O.[NH2:11][C:12]1[CH:20]=[C:19]2[C:15]([C:16]([CH3:26])([CH3:25])[C:17](=[O:24])[N:18]2[CH:21]2[CH2:23][CH2:22]2)=[CH:14][CH:13]=1>>[Cl:1][C:2]1[CH:10]=[N:9][CH:8]=[CH:7][C:3]=1[C:4]([NH:11][C:12]1[CH:20]=[C:19]2[C:15]([C:16]([CH3:26])([CH3:25])[C:17](=[O:24])[N:18]2[CH:21]2[CH2:22][CH2:23]2)=[CH:14][CH:13]=1)=[O:6]. Procedure: Prepared in analogy to example 26 from 3-chloroisonicotinic acid and 6-amino-1-cyclopropyl-3,3-dimethyl-1,3-dihydro-indol-2-one (example 14c). The title compound was obtained as white foam.